This data is from the Open Reaction Database (ORD), a public repository of structured organic reaction records. The task is: describe an organic reaction: reactants, conditions, products, and yield Starting materials: C(C)OC(C1=CN=C(C(=C1)Cl)Cl)=O (5,6-dichloro-nicotinic acid ethyl ester), C(C)(C)(C)OC(=O)N1CCNCC1 (piperazine-1-carboxylic acid tert-butyl ester), CCN(C(C)C)C(C)C (DIEA). The solvent is CC(=O)N(C)C (DMA). Yields the product C(C)(C)(C)OC(=O)N1CCN(CC1)C1=NC=C(C=C1Cl)C(=O)OCC (4-(3-Chloro-5-ethoxycarbonyl-pyridin-2-yl)-piperazine-1-carboxylic acid tert-butyl ester). Reaction SMILES: [CH2:1]([O:3][C:4](=[O:13])[C:5]1[CH:10]=[C:9]([Cl:11])[C:8](Cl)=[N:7][CH:6]=1)[CH3:2].[C:14]([O:18][C:19]([N:21]1[CH2:26][CH2:25][NH:24][CH2:23][CH2:22]1)=[O:20])([CH3:17])([CH3:16])[CH3:15].CCN(C(C)C)C(C)C>CC(N(C)C)=O>[C:14]([O:18][C:19]([N:21]1[CH2:26][CH2:25][N:24]([C:8]2[C:9]([Cl:11])=[CH:10][C:5]([C:4]([O:3][CH2:1][CH3:2])=[O:13])=[CH:6][N:7]=2)[CH2:23][CH2:22]1)=[O:20])([CH3:17])([CH3:15])[CH3:16]. Reported procedure: Heat a solution of 5,6-dichloro-nicotinic acid ethyl ester (TCI America) (4.43 g, 0.02 mol), piperazine-1-carboxylic acid tert-butyl ester (4.13 g, 0.022 mol) and DIEA (5.2 mL, 0.03 mol) in DMA at 110° C. for 5 h. Partition the reaction mixture between water and EtOAc. Wash the EtOAc layer with water (1×) and brine (1×), dry (Na2SO4) and concentrate under reduced pressure to give the title compound as an orange oil. Starting materials: Cl.O1CCOCC1 (Hydrochloric acid 1,4-dioxane), NC=1C2=C(N=CN1)N(C=C2C#CC2=CC(=CC(=C2)OC)OC)[C@@H]2CN(CC2)C(=O)OC(C)(C)C ((S)-tert-butyl 3-(4-amino-5-((3,5-dimethoxyphenyl)ethynyl)-7H-pyrrolo[2,3-d]pyrimidin-7-yl)pyrrolidine-1-carboxylate). Conditions: time 1.5 hour. Product: COC=1C=C(C=C(C1)OC)C#CC1=CN(C=2N=CN=C(C21)N)[C@@H]2CNCC2 ((S)-5-((3,5-dimethoxyphenyl)ethynyl)-7-(pyrrolidin-3-yl)-7H-pyrrolo[2,3-d]pyrimidin-4-amine). The yield is 127.5%. As a reaction SMILES: Cl.O1CCOCC1.[NH2:8][C:9]1[C:10]2[C:17]([C:18]#[C:19][C:20]3[CH:25]=[C:24]([O:26][CH3:27])[CH:23]=[C:22]([O:28][CH3:29])[CH:21]=3)=[CH:16][N:15]([C@H:30]3[CH2:34][CH2:33][N:32](C(OC(C)(C)C)=O)[CH2:31]3)[C:11]=2[N:12]=[CH:13][N:14]=1>>[CH3:27][O:26][C:24]1[CH:25]=[C:20]([C:19]#[C:18][C:17]2[C:10]3[C:9]([NH2:8])=[N:14][CH:13]=[N:12][C:11]=3[N:15]([C@H:30]3[CH2:34][CH2:33][NH:32][CH2:31]3)[CH:16]=2)[CH:21]=[C:22]([O:28][CH3:29])[CH:23]=1 |f:0.1|. Procedure: 4N-Hydrochloric acid/1,4-dioxane (2 ml) was added to the (S)-tert-butyl 3-(4-amino-5-((3,5-dimethoxyphenyl)ethynyl)-7H-pyrrolo[2,3-d]pyrimidin-7-yl)pyrrolidine-1-carboxylate (30 mg) obtained in Step 3 above, and the mixture was stirred at room temperature for 1.5 hours. After distilling the solvent of the resulting reaction mixture off under reduced pressure, toluene azeotropic distillation was subsequently performed to obtain a crude product of (S)-5-((3,5-dimethoxyphenyl)ethynyl)-7-(pyrrolidin... The reactants are C1(=CC=C(C=C1)S(=O)(=O)O)C.C(C)OC([C@@H](NC(C1=CC=C(C=C1)CCC1=CNC=2N=C(NC(C21)=O)N)=O)CCC(=O)OCC)=O (N-[4-[2-(2-Amino-4,7-dihydro-4-oxo-3H-pyrrolo[2,3-d]pyrimidin-5-yl)ethyl]benzoyl]L-glutamic acid diethylester p-toluenesulfonic acid salt), C1=CC(=CC=C1CCC2=CNC3=C2C(=O)N=C(N3)N)C(=O)N[C@@H](CCC(=O)[O-])C(=O)[O-].O.O.O.O.O.O.O.[Na+].[Na+] (pemetrexed disodium heptahydrate). Product: heptahydrate, NC1=NC(C2=C(N1)NC=C2CCC2=CC=C(C(=O)N[C@@H](CCC(=O)O)C(=O)O)C=C2)=O (N-[4-[2(2-amino-4,7-dihydro-4-oxo-1H-pyrrolo[2,3-d]pyrimidin-5-yl)ethyl]benzoyl]-L-glutamic acid). Reaction SMILES: [CH:1]1[C:6]([CH2:7][CH2:8][C:9]2[C:13]3[C:14]([N:16]=[C:17]([NH2:19])[NH:18][C:12]=3[NH:11][CH:10]=2)=[O:15])=[CH:5][CH:4]=[C:3]([C:20]([NH:22][C@H:23]([C:29]([O-:31])=[O:30])[CH2:24][CH2:25][C:26]([O-:28])=[O:27])=[O:21])[CH:2]=1.O.O.O.O.O.O.O.[Na+].[Na+].C1(C)C=CC(S(O)(=O)=O)=CC=1.C(OC(=O)[C@H](CCC(OCC)=O)NC(=O)C1C=CC(CCC2C3C(=O)NC(N)=NC=3NC=2)=CC=1)C>>[NH2:19][C:17]1[NH:18][C:12]2[NH:11][CH:10]=[C:9]([CH2:8][CH2:7][C:6]3[CH:5]=[CH:4][C:3]([C:20]([NH:22][C@H:23]([C:29]([OH:31])=[O:30])[CH2:24][CH2:25][C:26]([OH:28])=[O:27])=[O:21])=[CH:2][CH:1]=3)[C:13]=2[C:14](=[O:15])[N:16]=1 |f:0.1.2.3.4.5.6.7.8.9,10.11|. Procedure details: U.S. Pat. No. 7,138,521 discloses crystalline pemetrexed disodium heptahydrate. This heptahydrate form is prepared from N-[4-[2-(2-Amino-4,7-dihydro-4-oxo-3H-pyrrolo[2,3-d]pyrimidin-5-yl)ethyl]benzoyl]L-glutamic acid diethylester p-toluenesulfonic acid salt, which is saponified at a pH of between 2.5 to 3.5 to give N-[4-[2(2-amino-4,7-dihydro-4-oxo-1H-pyrrolo[2,3-d]pyrimidin-5-yl)ethyl]benzoyl]-L-glutamic acid (“pemetrexed diacid”), of the following Formula II: Starting materials: C1(CC1)[C@H]1C[C@H]([C@@](CO1)(C1=C(C=C(C=C1)F)F)NC(=S)NC(C1=CC=CC=C1)=O)[C@H](CF)O (rel-N-({(3S,4R,6R)-6-Cyclopropyl-3-(2,4-difluorophenyl)-4-[(1R)-2-fluoro-1-hydroxyethyl]tetrahydro-2H-pyran-3-yl}carbamothioyl)benzamide), C(C1=CC=CC=C1)OC[C@H]1C[C@@H]2[C@@](N=C(SC2)NC(C2=CC=CC=C2)=O)(CO1)C1=C(C=C(C=C1)F)F (N-[(4aR,6R,8aS)-6-[(benzyloxy)methyl]-8a-(2,4-difluorophenyl)-4,4a,5,6,8,8a-hexahydropyrano[3,4-d][1,3]thiazin-2-yl]benzamide). Product: C1(CC1)[C@H]1C[C@@H]2[C@@](N=C(S[C@@H]2CF)NC(C2=CC=CC=C2)=O)(CO1)C1=C(C=C(C=C1)F)F (rel-N-[(4S,4aR,6R,8aS)-6-cyclopropyl-8a-(2,4-difluorophenyl)-4-(fluoromethyl)-4,4a,5,6,8,8a-hexahydropyrano[3,4-d][1,3]thiazin-2-yl]benzamide). As a reaction SMILES: [CH:1]1([C@@H:4]2[O:9][CH2:8][C@@:7]([NH:18][C:19]([NH:21][C:22](=[O:29])[C:23]3[CH:28]=[CH:27][CH:26]=[CH:25][CH:24]=3)=[S:20])([C:10]3[CH:15]=[CH:14][C:13]([F:16])=[CH:12][C:11]=3[F:17])[C@H:6]([C@@H:30](O)[CH2:31][F:32])[CH2:5]2)[CH2:3][CH2:2]1.C(OC[C@@H]1OC[C@]2(C3C=CC(F)=CC=3F)N=C(NC(=O)C3C=CC=CC=3)SC[C@@H]2C1)C1C=CC=CC=1>>[CH:1]1([C@@H:4]2[O:9][CH2:8][C@:7]3([C:10]4[CH:15]=[CH:14][C:13]([F:16])=[CH:12][C:11]=4[F:17])[N:18]=[C:19]([NH:21][C:22](=[O:29])[C:23]4[CH:28]=[CH:27][CH:26]=[CH:25][CH:24]=4)[S:20][C@H:30]([CH2:31][F:32])[C@@H:6]3[CH2:5]2)[CH2:3][CH2:2]1. Procedure: rel-N-({(3S,4R,6R)-6-Cyclopropyl-3-(2,4-difluorophenyl)-4-[(1R)-2-fluoro-1-hydroxyethyl]tetrahydro-2H-pyran-3-yl}carbamothioyl)benzamide (C46) was converted to the product using the chemistry described for synthesis of N-[(4aR,6R,8aS)-6-[(benzyloxy)methyl]-8a-(2,4-difluorophenyl)-4,4a,5,6,8,8a-hexahydropyrano[3,4-d][1,3]thiazin-2-yl]benzamide (C8) in Preparation P1. The product was obtained as an oil. Yield: 36 mg, 78 μmol, 65%. LCMS m/z 461.2 [M+H+]. 1H NMR (400 MHz, CDCl3) δ 8.21 (br d, J=7.2 ... The reactants are C(C)(C)(C)C1=CC=C(C=C1)CC(=O)OC (methyl 4-tert-butylphenylacetate), C[Si](C)(C)[N-][Si](C)(C)C.[Li+] (lithium bis(trimethylsilyl)amide), C(C)I (ethyl iodide). RXN SMILES: [C:1]([C:5]1[CH:10]=[CH:9][C:8]([CH2:11][C:12]([O:14][CH3:15])=[O:13])=[CH:7][CH:6]=1)([CH3:4])([CH3:3])[CH3:2].C[Si]([N-][Si](C)(C)C)(C)C.[Li+].[CH2:26](I)[CH3:27]>>[C:1]([C:5]1[CH:6]=[CH:7][C:8]([CH:11]([CH2:26][CH3:27])[C:12]([O:14][CH3:15])=[O:13])=[CH:9][CH:10]=1)([CH3:4])([CH3:2])[CH3:3] |f:1.2|. Procedure details: 4 g (19 mmol) of methyl 4-tert-butylphenylacetate, 19.5 mL (1.0 M, 19 mmol) of lithium bis(trimethylsilyl)amide and 3.12 g (20 mmol) of ethyl iodide were reacted as described in Preparation 11 to yield 5.13 g of a brown oil. Chromatography, eluting with a gradient solvent of hexane to hexane/ethyl acetate 19:1 gave the title compound 2.35 g (53%). The yield is 115.2%. Product: C(C)(C)(C)C1=CC=C(C=C1)C(C(=O)OC)CC (Methyl 2-(4-t-butylphenyl)butanoate). Reactants: CC(C)(C)c1ccc(OCC(F)(F)F)c(C(C)(C)C)c1, ClCCl, O=C1CCC(=O)N1I, O, Cc1ccc(S(=O)(=O)O)cc1. The product is CC(C)(C)c1cc(I)c(OCC(F)(F)F)c(C(C)(C)C)c1. RXN SMILES: [C:1]([CH3:2])([CH3:3])([CH3:4])[c:5]1[c:6]([O:15][CH2:16][C:17]([F:18])([F:19])[F:20])[cH:7][cH:8][c:9]([C:11]([CH3:12])([CH3:13])[CH3:14])[cH:10]1.[Cl:41][CH2:42][Cl:43].[I:21][N:22]1[C:23](=[O:24])[CH2:25][CH2:26][C:27]1=[O:28].[OH2:29].[c:30]1([CH3:31])[cH:32][cH:33][c:34]([S:35]([OH:36])(=[O:37])=[O:38])[cH:39][cH:40]1>>[C:1]([CH3:2])([CH3:3])([CH3:4])[c:5]1[c:6]([O:15][CH2:16][C:17]([F:18])([F:19])[F:20])[c:7]([I:21])[cH:8][c:9]([C:11]([CH3:12])([CH3:13])[CH3:14])[cH:10]1.